Dataset: the Open Reaction Database (ORD), a public repository of structured organic reaction records. Task: describe an organic reaction: reactants, conditions, products, and yield As a reaction SMILES: [NH2:1][CH2:2][CH2:3][S:4][CH2:5][C:6]1[CH:10]=[CH:9][O:8][N:7]=1.CS[C:13](=[NH:18])[NH:14][N+:15]([O-:17])=[O:16]>>[N+:15]([NH:14][C:13]([NH:1][CH2:2][CH2:3][S:4][CH2:5][C:6]1[CH:10]=[CH:9][O:8][N:7]=1)=[NH:18])([O-:17])=[O:16]. Product: [N+](=O)([O-])NC(=N)NCCSCC1=NOC=C1 (N-nitro-N'-[2-(3-isoxazolylmethylthio)ethyl]guanidine). Reported procedure: Reacting 3-[(2-aminoethyl)thiomethyl]isoxazole with S-methyl-N-nitroisothiourea by the procedure of Example 2(ii) gives N-nitro-N'-[2-(3-isoxazolylmethylthio)ethyl]guanidine. Starting materials: NCCSCC1=NOC=C1 (3-[(2-aminoethyl)thiomethyl]isoxazole), CSC(N[N+](=O)[O-])=N (S-methyl-N-nitroisothiourea). The reactants are [OH-].[Na+] (NaOH), COC(C(=O)OC)=CC1=CC=C(C=C1)[N+](=O)[O-] (Methyl 2-methoxy-3-(4-nitrophenyl)acrylate), Cl (HCl). Solvent: O (water), IMS. Conditions: temperature 18 celsius, time 18 hour. The product is COC(C(=O)O)=CC1=CC=C(C=C1)[N+](=O)[O-] (2-methoxy-3-(4-nitrophenyl)acrylic acid). RXN SMILES: [CH3:1][O:2][C:3](=[CH:8][C:9]1[CH:14]=[CH:13][C:12]([N+:15]([O-:17])=[O:16])=[CH:11][CH:10]=1)[C:4]([O:6]C)=[O:5].[OH-].[Na+].Cl>O>[CH3:1][O:2][C:3](=[CH:8][C:9]1[CH:14]=[CH:13][C:12]([N+:15]([O-:17])=[O:16])=[CH:11][CH:10]=1)[C:4]([OH:6])=[O:5] |f:1.2|. Procedure details: Methyl 2-methoxy-3-(4-nitrophenyl)acrylate (7.8 g, 32.8 mmol) was dissolved in IMS (156 ml). A solution of NaOH (1.44 g, 36.1 mmol) in water (78 ml) was added and the mixture stirred at ambient temperature (18° C.) for 18 hr. The reaction mixture was acidified with 1M HCl (120 ml) and the resulting precipitated solid was collected by filtration, washed with water (2×100 ml) and partially suction dried on the filter for 30 mins, followed by vacuum oven drying at 18° C. for 18 hr. Thus 2-methoxy-3... The reactants are ClC(=O)OC1=CC=CC=C1 (phenyl chloroformate), ClC=1C=C(N)C=CC1 (3-chloroaniline). The solvent is CCOCC (ether), CCOCC (ether). Conditions: time 1 hour. The product is ClC=1C=C(C=CC1)NC(OC1=CC=CC=C1)=O (phenyl N-(3-chlorophenyl)carbamate). As a reaction SMILES: Cl[C:2]([O:4][C:5]1[CH:10]=[CH:9][CH:8]=[CH:7][CH:6]=1)=[O:3].[Cl:11][C:12]1[CH:13]=[C:14]([CH:16]=[CH:17][CH:18]=1)[NH2:15]>CCOCC>[Cl:11][C:12]1[CH:13]=[C:14]([NH:15][C:2](=[O:3])[O:4][C:5]2[CH:10]=[CH:9][CH:8]=[CH:7][CH:6]=2)[CH:16]=[CH:17][CH:18]=1. Reported procedure: A solution of 1.56 g of phenyl chloroformate in 50 ml of ether was added dropwise to a stirred solution of 2.55 g of 3-chloroaniline in 35 ml of ether. The mixture was stirred for one hour at room temperature and then filtered. The filtrate was evaporated and the residue crystallized from hexane to yield phenyl N-(3-chlorophenyl)carbamate. Reactants: ClC=1C=C2C3(C(NC2=CC1)=O)NC(CC=1C2=CC(=CC=C2NC13)OC)C (5′-Chloro-6-methoxy-3-methyl-2,3,4,9-tetrahydrospiro[β-carboline-1,3′-indol]-2′(1′H)-one), B(Cl)(Cl)Cl (boron trichloride), B(Cl)(Cl)Cl (boron trichloride). Solvent: C(Cl)Cl (DCM). Reaction conditions: time 18 hour. Product: ClC=1C=C2C3(C(NC2=CC1)=O)NC(CC=1C2=CC(=CC=C2NC13)O)C (5′-Chloro-6-hydroxy-3-methyl-2,3,4,9-tetrahydrospiro[β-carboline-1,3′-indol]-2′(1′H)-one). Isolated yield 66.0%. RXN SMILES: [Cl:1][C:2]1[CH:3]=[C:4]2[C:8](=[CH:9][CH:10]=1)[NH:7][C:6](=[O:11])[C:5]12[C:23]2[NH:22][C:21]3[C:16](=[CH:17][C:18]([O:24]C)=[CH:19][CH:20]=3)[C:15]=2[CH2:14][CH:13]([CH3:26])[NH:12]1.B(Cl)(Cl)Cl>C(Cl)Cl>[Cl:1][C:2]1[CH:3]=[C:4]2[C:8](=[CH:9][CH:10]=1)[NH:7][C:6](=[O:11])[C:5]12[C:23]2[NH:22][C:21]3[C:16](=[CH:17][C:18]([OH:24])=[CH:19][CH:20]=3)[C:15]=2[CH2:14][CH:13]([CH3:26])[NH:12]1. Procedure details: To a solution of 64 (157 mg, 0.428 mmol) in 12 mL DCM was added boron trichloride (1M in dichloromethane) (2.14 mL, 2.14 mmol) cautiously in an ice bath. Additional aliquots of boron trichloride were added after the three, six and eight hours. After the last addition, the reaction was left to stir at room temperature for 18 hours. Upon completion, the reaction was quenched with sat NaHCO3. The mixture was washed with dichloromethane, followed by EtOAc. The organic layers were combined then dried... The reactants are [OH-].[K+] (KOH), COC(=O)C1=CC2=CC=C(C=C2C=C1)C(CC)(C1=CC(=C(C=C1)OC(C(C(C)(C)C)O)CC)C)CC (6-{1-ethyl-1-[4-(1-ethyl-2-hydroxy-3,3-dimethyl-butoxy)-3-methyl-phenyl]propyl}-naphthalene-2-carboxylic acid methyl ester), C1CCOC1 (THF), CO (MeOH). Run in O (H2O). Conditions: temperature 60 celsius, time 14 hour. Product: C(C)C(CC)(C1=CC(=C(C=C1)OC(C(C(C)(C)C)O)CC)C)C=1C=C2C=CC(=CC2=CC1)C(=O)O (6-{1-ethyl-1-[4-(1-ethyl-2-hydroxy-3,3-dimethyl-butoxy)-3-methyl-phenyl]-propyl}-naphthalene-2-carboxylic acid). The yield is 97.5%. RXN SMILES: [OH-].[K+].C[O:4][C:5]([C:7]1[CH:16]=[CH:15][C:14]2[C:9](=[CH:10][CH:11]=[C:12]([C:17]([CH2:37][CH3:38])([C:20]3[CH:25]=[CH:24][C:23]([O:26][CH:27]([CH2:34][CH3:35])[CH:28]([OH:33])[C:29]([CH3:32])([CH3:31])[CH3:30])=[C:22]([CH3:36])[CH:21]=3)[CH2:18][CH3:19])[CH:13]=2)[CH:8]=1)=[O:6].C1COCC1.CO>O>[CH2:18]([C:17]([C:12]1[CH:13]=[C:14]2[C:9](=[CH:10][CH:11]=1)[CH:8]=[C:7]([C:5]([OH:6])=[O:4])[CH:16]=[CH:15]2)([C:20]1[CH:25]=[CH:24][C:23]([O:26][CH:27]([CH2:34][CH3:35])[CH:28]([OH:33])[C:29]([CH3:32])([CH3:30])[CH3:31])=[C:22]([CH3:36])[CH:21]=1)[CH2:37][CH3:38])[CH3:19] |f:0.1|. Procedure details: Add KOH (321 mg, 5.724 mmol) to a mixture of diastereomeric isomer pair 1 of 6-{1-ethyl-1-[4-(1-ethyl-2-hydroxy-3,3-dimethyl-butoxy)-3-methyl-phenyl]propyl}-naphthalene-2-carboxylic acid methyl ester (702 mg, 1.431 mmol), THF (9 ml), MeOH (3 ml), and H2O (1 ml). Heat the reaction mixture to 60° C. and stir it for 14 h. Cool and partition the reaction mixture between Et2O and 1N HCl. Dry the organic layer over MgSO4, filter, and concentrate the filter in vacuo to give the title compound as a glas... Reactants: C([O-])([O-])=O.[K+].[K+] (potassium carbonate), C(C)C(CN)CCCC (2-ethyl n-hexylamine), C1=C(C=CC2=CC=CC=C12)OCCCl (2-(2-naphthyloxy)-1-chloroethane). Procedure: A mixture of anhydrous potassium carbonate (10 gm, in excess) and 2-ethyl n-hexylamine (0.37 ml, 0.003 mole) was taken in dry DMSO(40 ml). Now 2-(2-naphthyloxy)-1-chloroethane (0.5 gm, 0.002 mole) was added in it. Reaction mixture was refluxed at 140° C. for 7 hrs and the reaction was completed as checked by TLC. Reaction mixture was poured in distilled water (60 ml) and extracted with ethyl acetate thrice. The organic layer was separated and concentrated to get oily compound which was later cry... Reaction SMILES: C(=O)([O-])[O-].[K+].[K+].[CH2:7]([CH:9]([CH2:12][CH2:13][CH2:14][CH3:15])[CH2:10][NH2:11])[CH3:8].[CH:16]1[C:25]2[C:20](=[CH:21][CH:22]=[CH:23][CH:24]=2)[CH:19]=[CH:18][C:17]=1[O:26][CH2:27][CH2:28]Cl>CS(C)=O.O>[CH2:7]([CH:9]([CH2:12][CH2:13][CH2:14][CH3:15])[CH2:10][NH:11][CH2:28][CH2:27][O:26][C:17]1[CH:18]=[CH:19][C:20]2[C:25](=[CH:24][CH:23]=[CH:22][CH:21]=2)[CH:16]=1)[CH3:8] |f:0.1.2|. Solvent: CS(=O)C (DMSO), O (water). The product is C(C)C(CNCCOC1=CC2=CC=CC=C2C=C1)CCCC (N-(2-ethyl-n-hexyl)-(2-(naphthalen-2-yloxy)ethyl]amine). Run at temperature 140 celsius. Reactants: C1(=CC=CC=C1)O (phenol), [N+](=O)([O-])C1=C(C=CC=C1)O (2-nitrophenol), BrCCCC(=O)OCC (ethyl 4-bromobutyrate), C([O-])([O-])=O.[K+].[K+] (potassium carbonate). Solvent: CC(=O)C (acetone). The product is [N+](=O)([O-])C1=C(OCCCC(=O)OCC)C=CC=C1 (Ethyl 4-(2-nitrophenoxy)butyrate). Isolated yield 94.2%. Reaction SMILES: [N+:1]([C:4]1[CH:9]=[CH:8][CH:7]=[CH:6][C:5]=1[OH:10])([O-:3])=[O:2].Br[CH2:12][CH2:13][CH2:14][C:15]([O:17][CH2:18][CH3:19])=[O:16].C(=O)([O-])[O-].[K+].[K+].C1(O)C=CC=CC=1>CC(C)=O>[N+:1]([C:4]1[CH:9]=[CH:8][CH:7]=[CH:6][C:5]=1[O:10][CH2:12][CH2:13][CH2:14][C:15]([O:17][CH2:18][CH3:19])=[O:16])([O-:3])=[O:2] |f:2.3.4|. Procedure details: To a stirred solution of 2-nitrophenol (1) (1.4 g, 10 mM) and ethyl 4-bromobutyrate (2.1 g, 1.57 mL, 11 mM) in 35 mL of dry acetone is added 2 g (14.5 mM) of anhydrous, ground potassium carbonate. The resultant colored mixture is then heated under a nitrogen atmosphere at gentle reflux until the color due to the phenol anion has dissipated and a yellow mixture remains. Concentration of the cooled and filtered mixture yields an oil which on flash chromatography (silica gel, ethyl acetate/hexane- ... The reactants are CC(=O)C=1C=2CCC(C2C=C(C1)C(C)(C)C)(C)C (6-tert-butyl-1,1-dimethyl-4-indanyl methyl ketone), C(C)(=O)O.C(=N)N (formamidine acetate). Run in C(CCC)O (butanol). Run at temperature 125 celsius. Product: CC(C)(C)C1=CC(=C2CCC(C2=C1)(C)C)C1=NC=NC=C1 (4-[6-(1,1-dimethylethyl)-2,3-dihydro-1,1-dimethyl-1H-inden-4-yl]-pyrimidine). Yield: 59.4%. Reaction SMILES: [CH3:1][C:2]([C:4]1[C:5]2[CH2:6][CH2:7][C:8]([CH3:18])([CH3:17])[C:9]=2[CH:10]=[C:11]([C:13]([CH3:16])([CH3:15])[CH3:14])[CH:12]=1)=O.[C:19](O)(=O)C.[CH:23]([NH2:25])=[NH:24]>C(O)CCC>[CH3:14][C:13]([C:11]1[CH:10]=[C:9]2[C:5]([CH2:6][CH2:7][C:8]2([CH3:18])[CH3:17])=[C:4]([C:2]2[CH:1]=[CH:19][N:25]=[CH:23][N:24]=2)[CH:12]=1)([CH3:16])[CH3:15] |f:1.2|. Reported procedure: A 5 L reaction vessel was charged with 6-tert-butyl-1,1-dimethyl-4-indanyl methyl ketone (300 g, 1.2 mol) (commercially available at IFF), formamidine acetate (639 g, 6.1 mol), and butanol (1.0 L). The reaction mixture was heated to 125° C. for 10 hours and then cooled to 25° C. The reaction mixture was washed twice with brine (1 L) and purified by vacuum distillation to afford 4-[6-(1,1-dimethylethyl)-2,3-dihydro-1,1-dimethyl-1H-inden-4-yl]-pyrimidine (200 g) having a boiling point of 180° C. a... The reactants are [BH4-], CC(C)(C)C(=O)OC1CC(=O)C1, CCO, [Na+]. Yields the product CC(C)(C)C(=O)OC1CC(O)C1. RXN SMILES: [BH4-:13].[C:1]([C:2]([CH3:3])([CH3:4])[CH3:5])(=[O:6])[O:7][CH:8]1[CH2:9][C:10](=[O:12])[CH2:11]1.[CH3:15][CH2:16][OH:17].[Na+:14]>>[C:1]([C:2]([CH3:3])([CH3:4])[CH3:5])(=[O:6])[O:7][CH:8]1[CH2:9][CH:10]([OH:12])[CH2:11]1.